From a dataset of the Open Reaction Database (ORD), a public repository of structured organic reaction records. describe an organic reaction: reactants, conditions, products, and yield Reactants: CC#N, Cl, C1COCCO1, CN(C)C(=O)C(Cc1nc2ccccc2s1)NC(=O)OC(C)(C)C. Yields the product CN(C)C(=O)C(N)Cc1nc2ccccc2s1. RXN SMILES: [CH3:32][C:33]#[N:34].[ClH:25].[O:26]1[CH2:27][CH2:28][O:29][CH2:30][CH2:31]1.[s:1]1[c:2]([CH2:10][CH:11]([C:12](=[O:13])[N:14]([CH3:15])[CH3:16])[NH:17][C:18](=[O:19])[O:20][C:21]([CH3:22])([CH3:23])[CH3:24])[n:3][c:4]2[c:5]1[cH:6][cH:7][cH:8][cH:9]2>>[s:1]1[c:2]([CH2:10][CH:11]([C:12](=[O:13])[N:14]([CH3:15])[CH3:16])[NH2:17])[n:3][c:4]2[c:5]1[cH:6][cH:7][cH:8][cH:9]2. The reactants are [OH-].[Na+] (NaOH), BrC=1C=C(C=CC1)[C@](CF)(C[C@@H](C(F)(F)F)O)N[S@](=O)C(C)(C)C ((R)-N-((2S,4S)-2-(3-bromophenyl)-1,5,5,5-tetrafluoro-4-hydroxypentan-2-yl)-2-methylpropane-2-sulfinamide), solution, O1CCOCC1 (1,4-dioxane). The solvent is ClCCl (dichloromethane), ClCCl (dichloromethane), Cl (hydrogen chloride). Conditions: time 10 minute. Product: N[C@](C[C@@H](C(F)(F)F)O)(CF)C1=CC(=CC=C1)Br ((2S,4S)-4-amino-4-(3-bromophenyl)-1,1,1,5-tetrafluoropentan-2-ol). As a reaction SMILES: [Br:1][C:2]1[CH:3]=[C:4]([C@@:8]([NH:18][S@@](C(C)(C)C)=O)([CH2:11][C@H:12]([OH:17])[C:13]([F:16])([F:15])[F:14])[CH2:9][F:10])[CH:5]=[CH:6][CH:7]=1.O1CCOCC1.[OH-].[Na+]>ClCCl.Cl>[NH2:18][C@@:8]([C:4]1[CH:5]=[CH:6][CH:7]=[C:2]([Br:1])[CH:3]=1)([CH2:9][F:10])[CH2:11][C@H:12]([OH:17])[C:13]([F:15])([F:16])[F:14] |f:2.3|. Reported procedure: (R)-N-((2S,4S)-2-(3-bromophenyl)-1,5,5,5-tetrafluoro-4-hydroxypentan-2-yl)-2-methylpropane-2-sulfinamide (1.83 g, 4.21 mmol) was dissolved in dichloromethane 37 mL and hydrogen chloride, 4.0M solution in 1,4-dioxane (5.27 ml, 21.07 mmol) was added dropwise. The reaction was stirred at room temperature for 10 min. The reaction was worked up by addition of 1N NaOH and extraction with dichloromethane three times. The combined organic layers were dried over sodium sulfate, filtered and concentrated ... The reactants are BrC(C(=O)NC1=CC=C(C=C1)OC(F)(F)F)C (2-bromo-N-(4-(trifluoromethoxy)phenyl)propanamide), COCOC1=CC=C(C=C1)O (4-(methoxymethoxy)phenol), C([O-])([O-])=O.[K+].[K+] (potassium carbonate), C(C)#N (acetonitrile). Solvent: O (water). Conditions: time 8 hour. The product is COCOC1=CC=C(OC(C(=O)NC2=CC=C(C=C2)OC(F)(F)F)C)C=C1 (2-(4-(Methoxymethoxy)phenoxy)-N-(4-(trifluoromethoxy)phenyl)propanamide). Reaction SMILES: Br[CH:2]([CH3:17])[C:3]([NH:5][C:6]1[CH:11]=[CH:10][C:9]([O:12][C:13]([F:16])([F:15])[F:14])=[CH:8][CH:7]=1)=[O:4].[CH3:18][O:19][CH2:20][O:21][C:22]1[CH:27]=[CH:26][C:25]([OH:28])=[CH:24][CH:23]=1.C(=O)([O-])[O-].[K+].[K+].C(#N)C>O>[CH3:18][O:19][CH2:20][O:21][C:22]1[CH:27]=[CH:26][C:25]([O:28][CH:2]([CH3:17])[C:3]([NH:5][C:6]2[CH:11]=[CH:10][C:9]([O:12][C:13]([F:16])([F:15])[F:14])=[CH:8][CH:7]=2)=[O:4])=[CH:24][CH:23]=1 |f:2.3.4|. Reported procedure: A mixture of 2.91 g (9.3 mmol) of 2-bromo-N-(4-(trifluoromethoxy)phenyl)propanamide, 1.58 g (10 mmol) of 4-(methoxymethoxy)phenol, 1.52 g (11 mmol) of powdered, anhydrous potassium carbonate and 35 ml of acetonitrile was warmed, under N2, at reflux for a period of 5.5 hours and then stirred at room temperature overnight. The resulting mixture was poured into water and extracted with two portions of ether. The combined organic layers were washed twice with 5 percent aqueous NaOH, treated with cha... Reactants: C[O-].[Na+] (sodium methylate), C(C1=CC=CC=C1)C(C(=O)OCC=C)(Cl)C1=CC=CC=C1 (allyl α-benzyl-α-chlorophenylacetate). The solvent is CO (methanol), CO (methanol). Reaction conditions: time 2 hour. The product is C(C1=CC=CC=C1)C(C(=O)OCC=C)(OC)C1=CC=CC=C1 (allyl α-benzyl-α-methoxyphenylacetate). The yield is 94.7%. As a reaction SMILES: [CH3:1][O-:2].[Na+].[CH2:4]([C:11]([C:19]1[CH:24]=[CH:23][CH:22]=[CH:21][CH:20]=1)(Cl)[C:12]([O:14][CH2:15][CH:16]=[CH2:17])=[O:13])[C:5]1[CH:10]=[CH:9][CH:8]=[CH:7][CH:6]=1>CO>[CH2:4]([C:11]([C:19]1[CH:24]=[CH:23][CH:22]=[CH:21][CH:20]=1)([O:2][CH3:1])[C:12]([O:14][CH2:15][CH:16]=[CH2:17])=[O:13])[C:5]1[CH:10]=[CH:9][CH:8]=[CH:7][CH:6]=1 |f:0.1|. Procedure details: Into a solution of 1.1 g of sodium methylate in 20 cc of methanol was added a solution of 6.0 g of allyl α-benzyl-α-chlorophenylacetate in 10 cc of methanol under cooling, and the mixture was stirred for 2 hours, whereby white precipitates were deposited. The reaction mixture was poured in water and the resultant was subjected to extraction with ether. The ether extract was washed with an aqueous solution saturated with sodium chloride and dried over sodium sulfate, and thereafter evaporation of...